This data is from the Open Reaction Database (ORD), a public repository of structured organic reaction records. The task is: describe an organic reaction: reactants, conditions, products, and yield Starting materials: CC(C)(C)c1ccc(C=O)cc1, O=C1CCCc2ccccc21, CC(=O)O, CO, [K+], [OH-], O. Product: CC(C)(C)c1ccc(C=C2CCc3ccccc3C2=O)cc1. Reaction SMILES: [C:12]([CH3:13])([CH3:14])([CH3:15])[c:16]1[cH:17][cH:18][c:19]([CH:20]=[O:21])[cH:22][cH:23]1.[C:1]1(=[O:11])[CH2:2][CH2:3][CH2:4][c:5]2[cH:6][cH:7][cH:8][cH:9][c:10]21.[CH3:26][C:27](=[O:28])[OH:29].[CH3:30][OH:31].[K+:25].[OH-:24].[OH2:32]>>[C:1]1(=[O:11])[C:2](=[CH:20][c:19]2[cH:18][cH:17][c:16]([C:12]([CH3:13])([CH3:14])[CH3:15])[cH:23][cH:22]2)[CH2:3][CH2:4][c:5]2[cH:6][cH:7][cH:8][cH:9][c:10]21. The reactants are BrCc1cccnc1Br, ClCCl, N#C[Na], O. The product is N#CCc1cccnc1Br. Reaction SMILES: [Br:1][c:2]1[n:3][cH:4][cH:5][cH:6][c:7]1[CH2:8][Br:9].[Cl:14][CH2:15][Cl:16].[Na:10][C:11]#[N:12].[OH2:13]>>[Br:1][c:2]1[n:3][cH:4][cH:5][cH:6][c:7]1[CH2:8][C:11]#[N:12]. Starting materials: CC[SiH](CC)CC, CCCCCCCC(=O)c1ccc(CCI)cc1, O=C(O)C(F)(F)F. The product is CCCCCCCCc1ccc(CCI)cc1. Reaction SMILES: [CH2:19]([SiH:20]([CH2:21][CH3:22])[CH2:23][CH3:24])[CH3:25].[I:1][CH2:2][CH2:3][c:4]1[cH:5][cH:6][c:7]([C:10]([CH2:11][CH2:12][CH2:13][CH2:14][CH2:15][CH2:16][CH3:17])=[O:18])[cH:8][cH:9]1.[OH:26][C:27]([C:28]([F:29])([F:30])[F:31])=[O:32]>>[I:1][CH2:2][CH2:3][c:4]1[cH:5][cH:6][c:7]([CH2:10][CH2:11][CH2:12][CH2:13][CH2:14][CH2:15][CH2:16][CH3:17])[cH:8][cH:9]1. Starting materials: C(C)(C)(C)OC(NCC=1N(C(C2=CC=C(C=C2C1C1=CC=C(C=C1)Cl)OCC1=CC=CC=C1)=O)CC(C)C)=O (Tert-butyl[6-benzyloxy-4-(4-chlorophenyl)-2-isobutyl-1-oxo-1,2-dihydro-3-isoquinolinyl]methylcarbamate), C(=O)(OC(C)(C)C)OC(=O)OC(C)(C)C (di-t-butyl dicarbonate), Br (hydrogen bromide), [OH-].[Na+] (sodium hydroxide). The solvent is aqueous solution, O (water). Conditions: time 1 hour. Yields the product C(C)(C)(C)OC(NCC=1N(C(C2=CC=C(C=C2C1C1=CC=C(C=C1)Cl)O)=O)CC(C)C)=O (tert-butyl[4-(4-chlorophenyl)-6-hydroxy-2-isobutyl-1-oxo-1,2-dihydro-3-isoquinolinyl]methylcarbamate). The yield is 70.0%. As a reaction SMILES: [C:1]([O:5][C:6](=[O:39])[NH:7][CH2:8][C:9]1[N:10]([CH2:35][CH:36]([CH3:38])[CH3:37])[C:11](=[O:34])[C:12]2[C:17]([C:18]=1[C:19]1[CH:24]=[CH:23][C:22]([Cl:25])=[CH:21][CH:20]=1)=[CH:16][C:15]([O:26]CC1C=CC=CC=1)=[CH:14][CH:13]=2)([CH3:4])([CH3:3])[CH3:2].Br.[OH-].[Na+].C(OC(OC(C)(C)C)=O)(OC(C)(C)C)=O>O>[C:1]([O:5][C:6](=[O:39])[NH:7][CH2:8][C:9]1[N:10]([CH2:35][CH:36]([CH3:37])[CH3:38])[C:11](=[O:34])[C:12]2[C:17]([C:18]=1[C:19]1[CH:20]=[CH:21][C:22]([Cl:25])=[CH:23][CH:24]=1)=[CH:16][C:15]([OH:26])=[CH:14][CH:13]=2)([CH3:4])([CH3:3])[CH3:2] |f:2.3|. Reported procedure: Tert-butyl[6-benzyloxy-4-(4-chlorophenyl)-2-isobutyl-1-oxo-1,2-dihydro-3-isoquinolinyl]methylcarbamate (0.54 g, 1 mmol) was suspended in 48% aqueous solution (20 ml) of hydrogen bromide and the obtained mixture was refluxed under heating for 3 h. The reaction mixture was neutralized with 1N sodium hydroxide aqueous solution and extracted with ethyl acetate. The extract was washed with brine, dried over anhydrous magnesium sulfate and concentrated under reduced pressure. The residue was dissolved... Reactants: CCOC(=O)c1cnn(C)c1Nc1ccccc1[N+](=O)[O-], CO. The product is CCOC(=O)c1cnn(C)c1Nc1ccccc1N. Reaction SMILES: [CH2:1]([CH3:2])[O:3][C:4](=[O:5])[c:6]1[cH:7][n:8][n:9]([CH3:21])[c:10]1[NH:11][c:12]1[c:13]([N+:18]([O-:19])=[O:20])[cH:14][cH:15][cH:16][cH:17]1.[CH3:22][OH:23]>>[CH2:1]([CH3:2])[O:3][C:4](=[O:5])[c:6]1[cH:7][n:8][n:9]([CH3:21])[c:10]1[NH:11][c:12]1[c:13]([NH2:18])[cH:14][cH:15][cH:16][cH:17]1. Reactants: Cl (HCl), OC=1C=C(C=CC=O)C=CC1O (3,4-dihydroxycinnamaldehyde), C(#N)CC(=O)[N-]CC1=CC=CC=C1 (N-(Cyanoacetyl)benzylamide), N1CCCCC1 (piperidine). The solvent is O (water), C(C)O (ethanol). Conditions: time 1 hour. Product: C(C1=CC=CC=C1)NC(=O)\C(\C#N)=C\C=C\C1=CC(=C(C=C1)O)O ((E,E)-2-(Benzylaminocarbonyl)-3-(3,4-dihydroxystyryl)acrylonitrile). Isolated yield 68.0%. Reaction SMILES: [OH:1][C:2]1[CH:3]=[C:4]([CH:9]=[CH:10][C:11]=1[OH:12])[CH:5]=[CH:6][CH:7]=O.[C:13]([CH2:15][C:16]([N-:18][CH2:19][C:20]1[CH:25]=[CH:24][CH:23]=[CH:22][CH:21]=1)=[O:17])#[N:14].N1CCCCC1.Cl>C(O)C.O>[CH2:19]([NH:18][C:16](/[C:15](=[CH:7]/[CH:6]=[CH:5]/[C:4]1[CH:9]=[CH:10][C:11]([OH:12])=[C:2]([OH:1])[CH:3]=1)/[C:13]#[N:14])=[O:17])[C:20]1[CH:25]=[CH:24][CH:23]=[CH:22][CH:21]=1. Procedure details: To 3,4-dihydroxycinnamaldehyde A12 (example 59) (32 mg, 0.2 mmol) and amide A3 (Example 4) (32 mg, 0.2 mmol) in 8 mL of ethanol 40 μl of piperidine was added and the mixture was kept at room temperature for 1 h. 2N HCl and water were added and the precipitated solid was recrystallized from ethanol-water to give 44 mg (68%) of an orange solid. The analytical data were identical to the compound prepared as described in Example 8. The reactants are BrC=1C=CC=C2CC(C(C12)=O)C (7-Bromo-2-methyl-1-indanone), O (water), FC=1C=C(C=C(C1)F)B(O)O (3,5-difluorophenylboronic acid), C([O-])([O-])=O.[Na+].[Na+] (sodium carbonate). Reagents/catalysts: C(C)(=O)[O-].[Pd+2].C(C)(=O)[O-] (palladium acetate), C1(=CC=CC=C1)P(C1=CC=CC=C1)C1=CC=CC=C1 (triphenylphosphine). Run in C(OC)COC (dimethoxyethane). Conditions: temperature 80 celsius, time 2 hour. The product is CC1C(C2=C(C=CC=C2C1)C1=CC(=CC(=C1)F)F)=O (2-methyl-7-(3,5-difluorophenyl)-1-indanone). Isolated yield 92.9%. Reaction SMILES: Br[C:2]1[CH:3]=[CH:4][CH:5]=[C:6]2[C:10]=1[C:9](=[O:11])[CH:8]([CH3:12])[CH2:7]2.[F:13][C:14]1[CH:15]=[C:16](B(O)O)[CH:17]=[C:18]([F:20])[CH:19]=1.C(=O)([O-])[O-].[Na+].[Na+].O>C(COC)OC.C([O-])(=O)C.[Pd+2].C([O-])(=O)C.C1(P(C2C=CC=CC=2)C2C=CC=CC=2)C=CC=CC=1>[CH3:12][CH:8]1[CH2:7][C:6]2[C:10](=[C:2]([C:16]3[CH:15]=[C:14]([F:13])[CH:19]=[C:18]([F:20])[CH:17]=3)[CH:3]=[CH:4][CH:5]=2)[C:9]1=[O:11] |f:2.3.4,7.8.9|. Reported procedure: 2.25 g (0.01 mol) of 7-bromo-2-methyl-1-indanone (2), 1.74 g (0.011 mol) of 3,5-difluorophenylboronic acid and 2.33 g (0.022 mol) of sodium carbonate were placed in 38 ml of dimethoxyethane and 12 ml of water in the reaction vessel, the mixture was degassed a number of times and saturated with argon. 45 mg (0.2 mmol) of palladium acetate and 0.1 g (0.4 mmol) of triphenylphosphine (TPP) were added and the reaction mixture was stirred for 2 hours at 80° C. After addition of 50 ml of water, the mix... Reactants: OCC1=CC=C(C=C1)N=NC1=CC=C(C=C1)O (4-((4-(hydroxymethyl)phenyl)diazenyl)phenol), BrCC(=O)OC (methyl bromoacetate), C(=O)([O-])[O-].[K+].[K+] (K2CO3). Solvent: CCOC(=O)C (EtOAc), CC(=O)C (acetone). Reaction conditions: time 8 hour. The product is C(=O)(OC)COC1=CC=C(C=C1)N=NC1=CC=C(CO)C=C1 (4-(4-(Carbomethoxy)methoxyphenylazo)benzyl alcohol). As a reaction SMILES: [OH:1][CH2:2][C:3]1[CH:8]=[CH:7][C:6]([N:9]=[N:10][C:11]2[CH:16]=[CH:15][C:14]([OH:17])=[CH:13][CH:12]=2)=[CH:5][CH:4]=1.Br[CH2:19][C:20]([O:22][CH3:23])=[O:21].C([O-])([O-])=O.[K+].[K+]>CC(C)=O.CCOC(C)=O>[C:20]([CH2:19][O:17][C:14]1[CH:15]=[CH:16][C:11]([N:10]=[N:9][C:6]2[CH:5]=[CH:4][C:3]([CH2:2][OH:1])=[CH:8][CH:7]=2)=[CH:12][CH:13]=1)([O:22][CH3:23])=[O:21] |f:2.3.4|. Reported procedure: Compound 1 (0.4 g, 1.75 mmol) and methyl bromoacetate (0.28 g, 1.83 mmol) were dissolved in 40 mL of acetone, and K2CO3 (0.726 mg, 5.26 mmol) was added at room temperature followed by stirring overnight. The reaction mixture was diluted with 100 mL of EtOAc and washed with water (2×50 ml), brine (50 ml), and dried over Mg2SO4. After evaporation of solvents under reduced pressure the residue was purified by silica gel column chromatography (EtOAc:n-hexane 4:6) affording compound 3. Yield: 0.395 g... Starting materials: BrC(=CC1=C2C=CN(C2=C(C=C1OC)C)C(=O)OC(C)(C)C)Br (tert-butyl 4-(2,2-dibromovinyl)-5-methoxy-7-methyl-1H-indole-1-carboxylate), NC=1C=C(C#N)C=CC1N (3,4-diaminobenzonitrile), C1CN2CCN1CC2 (DABCO). Solvent: CN1CCCC1=O (NMP), CCOC(=O)C (EtOAc). Run at temperature 110 celsius, time 8 hour. Product: C(#N)C1=CC2=C(NC(=N2)CC2=C3C=CN(C3=C(C=C2OC)C)C(=O)OC(C)(C)C)C=C1 (tert-Butyl 4-((5-cyano-1H-benzo[d]imidazol-2-yl)methyl)-5-methoxy-7-methyl-1H-indole-1-carboxylate). As a reaction SMILES: Br[C:2](Br)=[CH:3][C:4]1[C:12]([O:13][CH3:14])=[CH:11][C:10]([CH3:15])=[C:9]2[C:5]=1[CH:6]=[CH:7][N:8]2[C:16]([O:18][C:19]([CH3:22])([CH3:21])[CH3:20])=[O:17].[NH2:24][C:25]1[CH:26]=[C:27]([CH:30]=[CH:31][C:32]=1[NH2:33])[C:28]#[N:29].C1N2CCN(CC2)C1>CN1C(=O)CCC1.CCOC(C)=O>[C:28]([C:27]1[CH:30]=[CH:31][C:32]2[NH:33][C:2]([CH2:3][C:4]3[C:12]([O:13][CH3:14])=[CH:11][C:10]([CH3:15])=[C:9]4[C:5]=3[CH:6]=[CH:7][N:8]4[C:16]([O:18][C:19]([CH3:22])([CH3:21])[CH3:20])=[O:17])=[N:24][C:25]=2[CH:26]=1)#[N:29]. Reported procedure: A mixture of tert-butyl 4-(2,2-dibromovinyl)-5-methoxy-7-methyl-1H-indole-1-carboxylate (1.3 g, 2.92 mmol), 3,4-diaminobenzonitrile (700 mg, 5.26 mmol) and DABCO (819 mg, 7.30 mmol) in NMP (12 mL) was stirred at 110° C. for overnight. The reaction mixture was then cooled to room temperature, diluted with EtOAc, and washed with water. The organic layer was dried over magnesium sulfate, filtered and concentrated. The residue was purified using FCC eluting with heptane/EtOAc(60-80%) to provide the ... The reactants are Cl.N12CC(C(CC1)CC2)=O (3-quinuclidinone hydrochloride), C(CCS)S (1,3-propanedithiol), CS(=O)(=O)O (methanesulfonic acid). Run in C(C)(=O)O (acetic acid). Yields the product C1CCSC2(CN3CCC2CC3)O1 (3-Quinuclidinone trimethylenethioketal). Yield: 99.8%. As a reaction SMILES: Cl.[N:2]12[CH2:9][CH2:8][CH:5]([CH2:6][CH2:7]1)[C:4](=[O:10])[CH2:3]2.[CH2:11](S)[CH2:12][CH2:13][SH:14].CS(O)(=O)=O>C(O)(=O)C>[CH2:11]1[O:10][C:4]2([CH:5]3[CH2:8][CH2:9][N:2]([CH2:7][CH2:6]3)[CH2:3]2)[S:14][CH2:13][CH2:12]1 |f:0.1|. Procedure: A mixture of 3-quinuclidinone hydrochloride (10 g, 62 mmol), 1,3-propanedithiol (13.4 g, 124 mmol), acetic acid (40 ml), and methanesulfonic acid (2 ml) was refluxed overnight. Most of the acetic acid was evaporated, 200 ml of water was added, and the solution was washed twice with ether. The pH of the solution was adjusted to basic by the addition of 1 M aqueous sodium hydroxide and the product was extracted with two portions of ethyl acetate. Drying over magnesium sulfate and evaporation of th...